The task is: describe an organic reaction: reactants, conditions, products, and yield. This data is from the Open Reaction Database (ORD), a public repository of structured organic reaction records. The reactants are C(C)(C)(C)OC(=O)NC1(CC1)C=1NC(=CC1C(=O)OCC)C1=C2N=C(C(=NC2=CC=C1)C)NC(C)(C)C (ethyl 2-(1-((tert-butoxycarbonyl)amino)cyclopropyl)-5-(3-(tert-butylamino)-2-methylquinoxalin-5-yl)-1H-pyrrole-3-carboxylate), BrCC(=O)C1=C2N=C(C(=NC2=CC=C1)C)NC1(CC1)C (2-bromo-1-(2-methyl-3-((1-methylcyclopropyl)amino)-5-quinoxalinyl)ethanone), C(C)(C)(C)OC(=O)NC1(CC1)C(CC(=O)OCC)=O (ethyl 3-(1-((tert-butoxycarbonyl)amino)cyclopropyl)-3-oxopropanoate), 329a, NH4OAc. Run in CCO (EtOH), CC(=O)O (HOAc). The product is C(C)(C)(C)OC(=O)NC1(CC1)C=1NC(=CC1C(=O)OCC)C1=C2N=C(C(=NC2=CC=C1)C)NC1(CC1)C (ethyl 2-(1-((tert-butoxycarbonyl)amino)cyclopropyl)-5-(2-methyl-3-((1-methylcyclopropyl)amino)quinoxalin-5-yl)-1H-pyrrole-3-carboxylate). Yield: 76.0%. RXN SMILES: [C:1]([O:5][C:6]([NH:8][C:9]1([C:12]2[NH:13][C:14]([C:22]3[CH:31]=[CH:30][CH:29]=[C:28]4[C:23]=3[N:24]=[C:25]([NH:33][C:34]([CH3:37])([CH3:36])[CH3:35])[C:26]([CH3:32])=[N:27]4)=[CH:15][C:16]=2[C:17]([O:19][CH2:20][CH3:21])=[O:18])[CH2:11][CH2:10]1)=[O:7])([CH3:4])([CH3:3])[CH3:2].BrCC(C1C=CC=C2C=1N=C(NC1(C)CC1)C(C)=N2)=O.C(OC(NC1(C(=O)CC(OCC)=O)CC1)=O)(C)(C)C>CCO.CC(O)=O>[C:1]([O:5][C:6]([NH:8][C:9]1([C:12]2[NH:13][C:14]([C:22]3[CH:31]=[CH:30][CH:29]=[C:28]4[C:23]=3[N:24]=[C:25]([NH:33][C:34]3([CH3:36])[CH2:35][CH2:37]3)[C:26]([CH3:32])=[N:27]4)=[CH:15][C:16]=2[C:17]([O:19][CH2:20][CH3:21])=[O:18])[CH2:10][CH2:11]1)=[O:7])([CH3:4])([CH3:3])[CH3:2]. Procedure details: This compound (930 mg, 1.84 mmol, 76% yield) as a yellow amorphous solid was prepared according to the procedures described for Intermediate 324b, using 2-bromo-1-(2-methyl-3-((1-methylcyclopropyl)amino)quinoxalin-5-yl)ethanone (611) (810 mg, 2.42 mmol), ethyl 3-(1-((tert-butoxycarbonyl)amino)cyclopropyl)-3-oxopropanoate (604) (789 mg, 2.91 mmol) as the starting materials, followed by the subsequent treatment of the resulting 329a (m/z (ESI, +ve) 525.2 (M+H)+) with NH4OAc (1.12 g, 14.54 mmol) in... Starting materials: O=C([O-])O, CON, CCO, Cl, CCOC(=O)C(=O)c1csc(N)n1, [Na+]. Yields the product CCOC(=O)C(=NOC)c1csc(N)n1. Reaction SMILES: [C:18](=[O:19])([O-:20])[OH:21].[CH3:15][O:16][NH2:17].[CH3:23][CH2:24][OH:25].[ClH:14].[NH2:1][c:2]1[s:3][cH:4][c:5]([C:7]([C:8](=[O:9])[O:10][CH2:11][CH3:12])=[O:13])[n:6]1.[Na+:22]>>[NH2:1][c:2]1[s:3][cH:4][c:5]([C:7]([C:8](=[O:9])[O:10][CH2:11][CH3:12])=[N:17][O:16][CH3:15])[n:6]1. Starting materials: B(F)(F)F.CCOCC (boron trifluoride etherate), SC1=CC(=NC=2N1N=C(N2)C=2C=C(C(O)=CC2)O)C (4-(7-Mercapto-5-methyl-s-triazolo[1,5-a]pyrimidin-2-yl)pyrocatechol), CC(=O)OCC1=C(N2[C@@H]([C@@H](C2=O)N)SC1)C(=O)O (7-amino-cephalosporanic acid), S1(=O)(=O)CCCC1 (sulpholane). Run in ClCCl (dichloromethane), ClCCl (dichloromethane). Conditions: time 2 hour. Yields the product N[C@H]1[C@H]2SCC(=C(N2C1=O)C(=O)O)CSC1=CC(=NC=2N1N=C(N2)C2=CC(=C(C=C2)O)O)C ((6R,7R)-7-amino-3-[[[2-(3,4-dihydroxyphenyl)-5-methyl-s-triazolo[1,5-a]pyrimidin-7 -yl]thio]methyl]-8-oxo-5-thia-1-azabicyclo[4.2.0]oct-2-ene-2-carboxylic acid). Isolated yield 74.5%. RXN SMILES: [SH:1][C:2]1[N:7]2[N:8]=[C:9]([C:11]3[CH:12]=[C:13]([OH:18])[C:14](=[CH:16][CH:17]=3)[OH:15])[N:10]=[C:6]2[N:5]=[C:4]([CH3:19])[CH:3]=1.CC(O[CH2:24][C:25]1[CH2:34][S:33][C@@H:28]2[C@H:29]([NH2:32])[C:30](=[O:31])[N:27]2[C:26]=1[C:35]([OH:37])=[O:36])=O.S1(CCCC1)(=O)=O.B(F)(F)F.CCOCC>ClCCl>[NH2:32][C@@H:29]1[C:30](=[O:31])[N:27]2[C@@H:28]1[S:33][CH2:34][C:25]([CH2:24][S:1][C:2]1[N:7]3[N:8]=[C:9]([C:11]4[CH:17]=[CH:16][C:14]([OH:15])=[C:13]([OH:18])[CH:12]=4)[N:10]=[C:6]3[N:5]=[C:4]([CH3:19])[CH:3]=1)=[C:26]2[C:35]([OH:37])=[O:36] |f:3.4|. Reported procedure: 4-(7-Mercapto-5-methyl-s-triazolo[1,5-a]pyrimidin-2-yl)pyrocatechol (1.8 g) and 1.63 g of 7-amino-cephalosporanic acid are suspended in 30 ml of a 1:1 mixture of dichloromethane and sulpholane. 2.63 g of boron trifluoride etherate are added thereto at 3° C. and the solution is left at the same temperature for 11/2 hours. Thereafter, it is diluted dropwise with 60 ml of dichloromethane, the resulting precipitate is filtered off under suction, rinsed with diethyl ether and dissolved immediately in... Reactants: [OH-].[Na+] (sodium hydroxide), CC12CCCC3=CC(=CC(CCC1)=C32)NC(=O)C3=NC=C(C(=O)OC)C=C3 (methyl 6-[(6a-methyl-5,6,6a,7,8,9-hexahydro-4H-2-phenalenyl)carbamoyl]nicotinate), Cl (hydrochloric acid). Solvent: C(C)O (ethanol). Run at time 3 hour. Yields the product CC12CCCC3=CC(=CC(CCC1)=C32)NC(=O)C3=NC=C(C(=O)O)C=C3 (6-[(6a-Methyl-5,6,6a,7,8,9-hexahydro-4H-2-phenalenyl)carbamoyl]nicotinic acid). Yield: 90.4%. RXN SMILES: [CH3:1][C:2]12[C:14]3[C:6](=[CH:7][C:8]([NH:15][C:16]([C:18]4[CH:27]=[CH:26][C:21]([C:22]([O:24]C)=[O:23])=[CH:20][N:19]=4)=[O:17])=[CH:9][C:10]=3[CH2:11][CH2:12][CH2:13]1)[CH2:5][CH2:4][CH2:3]2.[OH-].[Na+].Cl>C(O)C>[CH3:1][C:2]12[C:14]3[C:6](=[CH:7][C:8]([NH:15][C:16]([C:18]4[CH:27]=[CH:26][C:21]([C:22]([OH:24])=[O:23])=[CH:20][N:19]=4)=[O:17])=[CH:9][C:10]=3[CH2:11][CH2:12][CH2:13]1)[CH2:5][CH2:4][CH2:3]2 |f:1.2|. Procedure: A suspension of methyl 6-[(6a-methyl-5,6,6a,7,8,9-hexahydro-4H-2-phenalenyl)carbamoyl]nicotinate (0.176 g) in ethanol (10 ml) was added with 2 N aqueous sodium hydroxide (2 ml), and the mixture was stirred at room temperature for 3 hours. The reaction mixture was made acidic with 2 N aqueous hydrochloric acid, and the mixture was extracted with chloroform. The organic layer was washed with saturated brine, and dried over anhydrous sodium sulfate. The organic layer was concentrated under reduced ... Reactants: COC(=O)c1nc2cc(N)ccc2o1, CCN(C(C)C)C(C)C, CC(C)(C)CC1NC(C(=O)O)C(c2cccc(Cl)c2F)C1(C#N)c1ccc(Cl)cc1F, ClCCl, O=P(Cl)(c1ccccc1)c1ccccc1. Yields the product COC(=O)c1nc2cc(NC(=O)C3NC(CC(C)(C)C)C(C#N)(c4ccc(Cl)cc4F)C3c3cccc(Cl)c3F)ccc2o1. RXN SMILES: [CH3:56][O:57][C:58](=[O:59])[c:60]1[o:61][c:62]2[c:63]([n:64]1)[cH:65][c:66]([NH2:69])[cH:67][cH:68]2.[CH:32]([N:33]([CH2:34][CH3:35])[CH:36]([CH3:37])[CH3:38])([CH3:39])[CH3:40].[Cl:1][c:2]1[c:3]([F:31])[c:4]([CH:8]2[CH:9]([C:28](=[O:29])[OH:30])[NH:10][CH:11]([CH2:23][C:24]([CH3:25])([CH3:26])[CH3:27])[C:12]2([C:13]#[N:14])[c:15]2[c:16]([F:22])[cH:17][c:18]([Cl:21])[cH:19][cH:20]2)[cH:5][cH:6][cH:7]1.[Cl:70][CH2:71][Cl:72].[c:41]1([P:42]([Cl:43])([c:44]2[cH:45][cH:46][cH:47][cH:48][cH:49]2)=[O:50])[cH:51][cH:52][cH:53][cH:54][cH:55]1>>[Cl:1][c:2]1[c:3]([F:31])[c:4]([CH:8]2[CH:9]([C:28](=[O:29])[NH:69][c:66]3[cH:65][c:63]4[c:62]([o:61][c:60]([C:58]([O:57][CH3:56])=[O:59])[n:64]4)[cH:68][cH:67]3)[NH:10][CH:11]([CH2:23][C:24]([CH3:25])([CH3:26])[CH3:27])[C:12]2([C:13]#[N:14])[c:15]2[c:16]([F:22])[cH:17][c:18]([Cl:21])[cH:19][cH:20]2)[cH:5][cH:6][cH:7]1.